This data is from the Open Reaction Database (ORD), a public repository of structured organic reaction records. The task is: describe an organic reaction: reactants, conditions, products, and yield Reactants: FC(C(=O)O)(F)F (Trifluoroacetic acid), N1(C=NC2=C1C=CC=C2)C2=CC(=C(C(=O)OC(C)(C)C)C=C2)NC2=CC=C(C=C2)F (tert-butyl 4-(1H-benzimidazol-1-yl)-2-(4-fluoroanilino)benzoate). The product is FC(C(=O)O)(F)F.N1(C=NC2=C1C=CC=C2)C2=CC(=C(C(=O)O)C=C2)NC2=CC=C(C=C2)F (4-(1H-benzimidazol-1-yl)-2-(4-fluoroanilino)benzoic acid trifluoroacetate). Reaction SMILES: [F:1][C:2]([F:7])([F:6])[C:3]([OH:5])=[O:4].[N:8]1([C:17]2[CH:29]=[CH:28][C:20]([C:21]([O:23]C(C)(C)C)=[O:22])=[C:19]([NH:30][C:31]3[CH:36]=[CH:35][C:34]([F:37])=[CH:33][CH:32]=3)[CH:18]=2)[C:12]2[CH:13]=[CH:14][CH:15]=[CH:16][C:11]=2[N:10]=[CH:9]1>>[F:1][C:2]([F:7])([F:6])[C:3]([OH:5])=[O:4].[N:8]1([C:17]2[CH:29]=[CH:28][C:20]([C:21]([OH:23])=[O:22])=[C:19]([NH:30][C:31]3[CH:36]=[CH:35][C:34]([F:37])=[CH:33][CH:32]=3)[CH:18]=2)[C:12]2[CH:13]=[CH:14][CH:15]=[CH:16][C:11]=2[N:10]=[CH:9]1 |f:2.3|. Procedure: Trifluoroacetic acid 7.5 mL solution of tert-butyl 4-(1H-benzimidazol-1-yl)-2-(4-fluoroanilino)benzoate 0.16 g was stirred at room temperature for 1 hour and 30 minutes. The solvent was removed under reduced pressure, ethyl acetate was added to the obtained residue, and solid matter was filtrated to give 4-(1H-benzimidazol-1-yl)-2-(4-fluoroanilino)benzoic acid trifluoroacetate 99 mg of a yellow solid.